Dataset: the Open Reaction Database (ORD), a public repository of structured organic reaction records. Task: describe an organic reaction: reactants, conditions, products, and yield Reactants: [K].C(C)N1C(=NC2=C(C1=O)C=NN2)S (5-ethyl-6-mercapto-1H-pyrazolo[3,4-d]pyrimidin-4(5H)-one potassium), CI (methyl iodide). The solvent is CN(C)C=O (DMF). Run at time 1 hour. Product: C(C)N1C(=NC2=C(C1=O)C=NN2)SC (5-ethyl-6-methylthio-1H-pyrazolo[3,4-d]pyrimidin-4(5H)-one). Isolated yield 65.1%. RXN SMILES: [K].[CH2:2]([N:4]1[C:9](=[O:10])[C:8]2[CH:11]=[N:12][NH:13][C:7]=2[N:6]=[C:5]1[SH:14])[CH3:3].[CH3:15]I>CN(C=O)C>[CH2:2]([N:4]1[C:9](=[O:10])[C:8]2[CH:11]=[N:12][NH:13][C:7]=2[N:6]=[C:5]1[S:14][CH3:15])[CH3:3] |f:0.1,^1:0|. Procedure: To a solution of 5-ethyl-6-mercapto-1H-pyrazolo[3,4-d]pyrimidin-4(5H)-one potassium (5.0 g) in DMF (40 ml) was added methyl iodide (3.65 g) and the mixture was stirred for 1 hour. This reaction mixture was concentrated and the residue was diluted with water. The resulting crystals were collected by filtration and rinsed with water to provide 5-ethyl-6-methylthio-1H-pyrazolo[3,4-d]pyrimidin-4(5H)-one as colorless solid (2.908 g). The reactants are [Al+3], CC(C)(C)OC(=O)NCCNC(=O)C(F)(F)F, [H-], [H-], [H-], [H-], [Li+], [Na+], C1CCOC1, [OH-], O. Product: CC(C)(C)OC(=O)NCCNCC(F)(F)F. Reaction SMILES: [Al+3:19].[F:1][C:2]([C:3](=[O:4])[NH:5][CH2:6][CH2:7][NH:8][C:9]([O:10][C:11]([CH3:12])([CH3:13])[CH3:14])=[O:15])([F:16])[F:17].[H-:18].[H-:21].[H-:22].[H-:23].[Li+:20].[Na+:26].[O:27]1[CH2:28][CH2:29][CH2:30][CH2:31]1.[OH-:25].[OH2:24]>>[F:1][C:2]([CH2:3][NH:5][CH2:6][CH2:7][NH:8][C:9]([O:10][C:11]([CH3:12])([CH3:13])[CH3:14])=[O:15])([F:16])[F:17]. The reactants are ICC=1N=C(OC1C1=CC=CC=C1)C1=CC=C(C=C1)C (4-iodomethyl-5-phenyl-2-p-tolyloxazole), C/C(=N\O)/C(=O)C (diacetylmonoxime), CC1=CC=C(O1)C=O (5-methylfuran-2-carbaldehyde). Product: ICC=1N=C(OC1C)C=1OC(=CC1)C (4-iodomethyl-5-methyl-2-(5-methylfuran-2-yl)oxazole). Reaction SMILES: [I:1][CH2:2][C:3]1[N:4]=[C:5]([C:14]2C=C[C:17]([CH3:20])=[CH:16][CH:15]=2)[O:6][C:7]=1[C:8]1C=CC=CC=1.C/C(/C(C)=O)=N\[OH:24].CC1OC(C=O)=CC=1>>[I:1][CH2:2][C:3]1[N:4]=[C:5]([C:14]2[O:24][C:17]([CH3:20])=[CH:16][CH:15]=2)[O:6][C:7]=1[CH3:8]. Procedure: Analogously to the building block synthesis of 4-iodomethyl-5-phenyl-2-p-tolyloxazole, diacetylmonoxime and 5-methylfuran-2-carbaldehyde gave 4-iodomethyl-5-methyl-2-(5-methylfuran-2-yl)oxazole. Starting materials: CO, CC(=O)Nc1ccc(C(c2cccc(Cl)c2)n2ccnc2)cc1, Cl. The product is Nc1ccc(C(c2cccc(Cl)c2)n2ccnc2)cc1. Reaction SMILES: [CH3:25][OH:26].[Cl:1][c:2]1[cH:3][c:4]([CH:8]([c:9]2[cH:10][cH:11][c:12]([NH:15][C:16](=[O:17])[CH3:18])[cH:13][cH:14]2)[n:19]2[cH:20][n:21][cH:22][cH:23]2)[cH:5][cH:6][cH:7]1.[ClH:24]>>[Cl:1][c:2]1[cH:3][c:4]([CH:8]([c:9]2[cH:10][cH:11][c:12]([NH2:15])[cH:13][cH:14]2)[n:19]2[cH:20][n:21][cH:22][cH:23]2)[cH:5][cH:6][cH:7]1. Yields the product N#CCc1cccc(Cl)c1. Reactants: CCO, Clc1cccc(CBr)c1, N#C[Na]. RXN SMILES: [CH3:13][CH2:14][OH:15].[Cl:1][c:2]1[cH:3][c:4]([CH2:5][Br:6])[cH:7][cH:8][cH:9]1.[Na:10][C:11]#[N:12]>>[Cl:1][c:2]1[cH:3][c:4]([CH2:5][C:11]#[N:12])[cH:7][cH:8][cH:9]1. The product is BrC=1C=CC=2N=C(C=C(B3OC(C)(C)C(O3)(C)C)C2C1)C. Conditions: temperature 100 celsius, time 1.5 hour. Yield: 84.0%. The reactants are BrC=1C=CC=2N=C(C=CC2C1)C. The reagents and catalysts are N=1C=CC(=CC1C=2N=CC=C(C2)C(C)(C)C)C(C)(C)C, O1B(OC(C)(C)C1(C)C)B2OC(C)(C)C(O2)(C)C, C[OH2+].C[OH2+].C1CC=CCCC=C1.C1CC=CCCC=C1.[Ir].[Ir]. Reported procedure: General  procedure  A  was  applied  to  2-methyl-6-bromoquinoline  (222  mg,  1.0  mmol).  Purification  by  silica gel  flash-column  chromatography  with  gradient  elution  of  MeOH/DCM  from  0.5 -12.5%  over  25  column volumes,  affording 6-bromo-2-methyl-4-(4,4,5,5-tetramethyl-[1,3,2]dioxaborolan-2-yl)quinoline  as  a  white solid  (292  mg,  84%);  m.p.124 -125  °C; The solvent is O(C)C(C)(C)C. Reaction SMILES: [CH2:13]([O:14][CH:16]([O:15][CH2:20][CH3:21])[N:17]([CH3:18])[CH3:19])[CH3:22].[Cl:1][c:2]1[cH:3][c:4]2[c:9]([cH:10][cH:11]1)[S:8][CH2:7][CH2:6][C:5]2=[O:12]>>[Cl:1][c:2]1[cH:3][c:4]2[c:9]([cH:10][cH:11]1)[S:8][CH2:7][C:6](=[CH:16][N:17]([CH3:18])[CH3:19])[C:5]2=[O:12]. Reactants: CCOC(OCC)N(C)C, O=C1CCSc2ccc(Cl)cc21. The product is CN(C)C=C1CSc2ccc(Cl)cc2C1=O. Starting materials: C([O-])(O)=O.[Na+] (sodium bicarbonate), FC(OC1=C(C=C(C=C1)N1CCN(CC1)C)N)(F)F (2-trifluoromethoxy-5-(4-methyl-piperazin-1-yl)-phenylamine), N(=O)[O-].[Na+] (sodium nitrite), I (hydroiodic acid). Run in CS(=O)C (dimethyl sulfoxide), CS(=O)C (dimethyl sulfoxide). Conditions: temperature 35 celsius, time 5 hour. Product: IC=1C=C(C=CC1OC(F)(F)F)N1CCN(CC1)C (1-(3-iodo-4-trifluoromethoxy-phenyl)-4-methyl-piperazine). Isolated yield 34.5%. As a reaction SMILES: [F:1][C:2]([F:19])([F:18])[O:3][C:4]1[CH:9]=[CH:8][C:7]([N:10]2[CH2:15][CH2:14][N:13]([CH3:16])[CH2:12][CH2:11]2)=[CH:6][C:5]=1N.N([O-])=O.[Na+].[IH:24].C(=O)(O)[O-].[Na+]>CS(C)=O>[I:24][C:5]1[CH:6]=[C:7]([N:10]2[CH2:15][CH2:14][N:13]([CH3:16])[CH2:12][CH2:11]2)[CH:8]=[CH:9][C:4]=1[O:3][C:2]([F:19])([F:18])[F:1] |f:1.2,4.5|. Procedure: To a solution of 2-trifluoromethoxy-5-(4-methyl-piperazin-1-yl)-phenylamine (5.0 g, 0.018 mol), sodium nitrite (5.1 g, 0.0734 mol) in dimethyl sulfoxide (180 mL) a solution of 57% hydroiodic acid (9.6. mL, 0.0427 mol) in dimethyl sulfoxide were added dropwise at room temperature in 20 minutes. The reaction was stirred for 5 hours at 35° C., then cooled in a ice bath and sodium bicarbonate in small portion was added until basic pH. The aqueous layer was extracted with dichoromethane (3×500 mL), t... The reactants are NC1=CC=C(C(=O)N(C2=CC(=CC=C2)OC)CCN2CCC(CC2)C(C2=CC=C(C=C2)F)=O)C=C1 (4-amino-N-{2-[4-(4-fluorobenzoyl)piperidino]ethyl}-N-(3-methoxyphenyl)benzamide), CS(=O)(=O)Cl (methanesulfonyl chloride). The product is FC1=CC=C(C(=O)C2CCN(CC2)CCN(C(C2=CC=C(C=C2)NS(=O)(=O)C)=O)C2=CC(=CC=C2)OC)C=C1 (N-{2-[4-(4-fluorobenzoyl)piperidino]ethyl}-4-methanesulfonylamino-N-(3-methoxyphenyl)benzamide). The yield is 95.3%. As a reaction SMILES: [NH2:1][C:2]1[CH:35]=[CH:34][C:5]([C:6]([N:8]([CH2:17][CH2:18][N:19]2[CH2:24][CH2:23][CH:22]([C:25](=[O:33])[C:26]3[CH:31]=[CH:30][C:29]([F:32])=[CH:28][CH:27]=3)[CH2:21][CH2:20]2)[C:9]2[CH:14]=[CH:13][CH:12]=[C:11]([O:15][CH3:16])[CH:10]=2)=[O:7])=[CH:4][CH:3]=1.[CH3:36][S:37](Cl)(=[O:39])=[O:38]>>[F:32][C:29]1[CH:28]=[CH:27][C:26]([C:25]([CH:22]2[CH2:23][CH2:24][N:19]([CH2:18][CH2:17][N:8]([C:9]3[CH:14]=[CH:13][CH:12]=[C:11]([O:15][CH3:16])[CH:10]=3)[C:6](=[O:7])[C:5]3[CH:4]=[CH:3][C:2]([NH:1][S:37]([CH3:36])(=[O:39])=[O:38])=[CH:35][CH:34]=3)[CH2:20][CH2:21]2)=[O:33])=[CH:31][CH:30]=1. Procedure details: Using 4-amino-N-{2-[4-(4-fluorobenzoyl)piperidino]ethyl}-N-(3-methoxyphenyl)benzamide (475.0mg, 1.00 mmol) and methanesulfonyl chloride (0.12 ml, 1.50 mmol), the procedure of inventive Example 94 was repeated to obtain 527.8 mg (95.4%) of the title compound in a colorless amorphous form.